From a dataset of the Open Reaction Database (ORD), a public repository of structured organic reaction records. describe an organic reaction: reactants, conditions, products, and yield Starting materials: OC(C(C)O)[C@@H]1[C@@H](OC(O1)(C)C)COCC(=O)OC (2-[[(4S,5R)-5-(1,2-dihydroxypropyl)-2,2-dimethyl-1,3-dioxolan-4-yl]methoxy]ethanoic acid, methyl ester), I(=O)(=O)(=O)[O-].[Na+] (sodium periodate). Solvent: CC(=O)C (acetone), O (water). Conditions: time 1 hour. Product: C(=O)[C@@H]1[C@@H](OC(O1)(C)C)COCC(=O)OC (2-[[(4S,5S)-5-formyl-2,2-dimethyl-1,3-dioxolan-4-yl]methoxy]ethanoic acid, methyl ester). The yield is 75.4%. Reaction SMILES: [OH:1][CH:2]([C@H:6]1[O:10][C:9]([CH3:12])([CH3:11])[O:8][C@H:7]1[CH2:13][O:14][CH2:15][C:16]([O:18][CH3:19])=[O:17])C(O)C.I([O-])(=O)(=O)=O.[Na+]>CC(C)=O.O>[CH:2]([C@H:6]1[O:10][C:9]([CH3:12])([CH3:11])[O:8][C@H:7]1[CH2:13][O:14][CH2:15][C:16]([O:18][CH3:19])=[O:17])=[O:1] |f:1.2|. Procedure: A solution of 2-[[(4S,5R)-5-(1,2-dihydroxypropyl)-2,2-dimethyl-1,3-dioxolan-4-yl]methoxy]ethanoic acid, methyl ester (20 g, 72 mmol) in acetone (20 mL) was diluted with water (400 mL) and treated with solid sodium periodate (26.13 g, 122 mmol). The reaction was analyzed by TLC and was complete after stirring for 1 hour. The reaction mixture was extracted with ethyl acetate (3×). The combined organic layers were washed with brine, dried, and concentrated to give 12.6 g of 2-[[(4S,5S)-5-formyl-2,2... Reactants: OC1=CC=CC2=CC(=CC=C12)O (1,6-Dihydroxynaphtalene), N([O])(S(=O)(=O)[O-])S(=O)(=O)[O-].[K+].[K+] (Potassium nitrosodisulfonate). The solvent is CO (MeOH), OP(=O)(O)[O-].[K+] (KH2PO4), O (water). Run at time 2 hour. Product: OC=1C=C2C(C=CC(C2=CC1)=O)=O (6-Hydroxynaphthoquinone). As a reaction SMILES: [OH:1][C:2]1[C:11]2[C:6](=[CH:7][C:8]([OH:12])=[CH:9][CH:10]=2)[CH:5]=[CH:4][CH:3]=1.N(S([O-])(=O)=O)(S([O-])(=O)=[O:16])[O].[K+].[K+]>CO.OP([O-])(O)=O.[K+].O>[OH:12][C:8]1[CH:7]=[C:6]2[C:11](=[CH:10][CH:9]=1)[C:2](=[O:1])[CH:3]=[CH:4][C:5]2=[O:16] |f:1.2.3,5.6,^1:21|. Reported procedure: 1,6-Dihydroxynaphtalene from Aldrich (3.0 g, 18.7 mmol) was dissolved in a mixture of MeOH (150 mL), KH2PO4-solution (0.167 M, 150 mL) and water (200 mL), and Potassium nitrosodisulfonate (Fremy's salt) (12.0 g, 44.7 mmol) was added. The mixture was stirred at room temperature 2 h. The reaction mixture was put in refrigerator and then filtered. Yield 3.0 g. 1H NMR (400 MHz, CD3OD) δ 6.90 (d, 2 H), 7.12 (dd, 1 H), 7.34 (d, 1 H), 7.92 (d, 1 H). Reactants: CN(C)C=O, O=C(CCl)CCl, CCOC(=O)C(C(=O)OCC)=C(S)Nc1ccc(F)c(F)c1F, [Na]. The product is CCOC(=O)C(C(=O)OCC)=C(Nc1ccc(F)c(F)c1F)SCC(=O)CCl. As a reaction SMILES: [CH3:31][N:32]([CH3:33])[CH:34]=[O:35].[Cl:25][CH2:26][C:27](=[O:28])[CH2:29][Cl:30].[F:2][c:3]1[c:4]([NH:5][C:6]([SH:7])=[C:8]([C:9](=[O:10])[O:11][CH2:12][CH3:13])[C:14](=[O:15])[O:16][CH2:17][CH3:18])[cH:19][cH:20][c:21]([F:24])[c:22]1[F:23].[Na:1]>>[F:2][c:3]1[c:4]([NH:5][C:6]([S:7][CH2:29][C:27]([CH2:26][Cl:25])=[O:28])=[C:8]([C:9](=[O:10])[O:11][CH2:12][CH3:13])[C:14](=[O:15])[O:16][CH2:17][CH3:18])[cH:19][cH:20][c:21]([F:24])[c:22]1[F:23].